describe an organic reaction: reactants, conditions, products, and yield From a dataset of the Open Reaction Database (ORD), a public repository of structured organic reaction records. The reactants are CCOC(=O)CC1CN(C(=O)OC(C)(C)C)C1, C1CCOC1, CO, O. Product: CC(C)(C)OC(=O)N1CC(CC(=O)O)C1. Reaction SMILES: [C:1]([CH3:2])([CH3:3])([CH3:4])[O:5][C:6](=[O:7])[N:8]1[CH2:9][CH:10]([CH2:12][C:13](=[O:14])[O:15][CH2:16][CH3:17])[CH2:11]1.[CH2:18]1[O:19][CH2:20][CH2:21][CH2:22]1.[CH3:23][OH:24].[OH2:25]>>[C:1]([CH3:2])([CH3:3])([CH3:4])[O:5][C:6](=[O:7])[N:8]1[CH2:9][CH:10]([CH2:12][C:13](=[O:14])[OH:15])[CH2:11]1. The reactants are CC(=O)N1CCC(C(=O)c2ccc(F)cc2F)CC1, CC(C)O, Cl. The product is O=C(c1ccc(F)cc1F)C1CCNCC1. RXN SMILES: [C:1](=[O:2])([CH3:3])[N:4]1[CH2:5][CH2:6][CH:7]([C:10]([c:11]2[c:12]([F:18])[cH:13][c:14]([F:17])[cH:15][cH:16]2)=[O:19])[CH2:8][CH2:9]1.[CH:21]([OH:22])([CH3:23])[CH3:24].[ClH:20]>>[NH:4]1[CH2:5][CH2:6][CH:7]([C:10]([c:11]2[c:12]([F:18])[cH:13][c:14]([F:17])[cH:15][cH:16]2)=[O:19])[CH2:8][CH2:9]1. The reactants are ClC1=C2N(C(C(=C1)NC1=CC(=NC=N1)NC(=O)C1CC1)=O)C(NC2=O)(C)C2=CC(=CC=C2)F (N-[6-[[8-chloro-3-(3-fluorophenyl)-3-methyl-1,5-dioxo-2H-imidazo[1,5-a]pyridin-6-yl]amino]pyrimidin-4-yl]cyclopropanecarboxamide), IC=1C=NC=CC1 (3-iodopyridine), C([O-])([O-])=O.[Cs+].[Cs+] (cesium carbonate), mixture 1,10, N1=CC=CC2=CC=C3C=CC=NC3=C12 (phenanthroline), CC1(C2=C(C(=CC=C2)P(C3=CC=CC=C3)C4=CC=CC=C4)OC5=C(C=CC=C51)P(C6=CC=CC=C6)C7=CC=CC=C7)C (XantPhos). The reagents and catalysts are [Cu]I (copper(I) iodide). The solvent is CN(C=O)C (dimethylformamide). Conditions: temperature 130 celsius. The product is ClC1=C2N(C(C(=C1)NC1=NC=NC=C1)=O)C1(N(C2=O)C=2C=NC=CC2)CCCCC1 (8′-chloro-2′-(pyridin-3-yl)-6′-(pyrimidin-4-ylamino)-2′H-spiro[cyclohexane-1,3′-imidazo[1,5-a]pyridine]-1′,5′-dione). RXN SMILES: [Cl:1][C:2]1[CH:7]=[C:6]([NH:8][C:9]2[N:14]=[CH:13][N:12]=[C:11](NC(C3CC3)=O)[CH:10]=2)[C:5](=[O:21])[N:4]2[C:22]([C:27]3[CH:32]=[CH:31][CH:30]=[C:29](F)C=3)(C)[NH:23][C:24](=[O:25])[C:3]=12.I[C:35]1[CH:36]=[N:37][CH:38]=[CH:39][CH:40]=1.C(=O)([O-])[O-].[Cs+].[Cs+].N1C2C(=CC=C3C=2N=CC=C3)C=CC=1.CC1(C)C2C(=C(P(C3C=CC=CC=3)C3C=CC=CC=3)C=CC=2)OC2C(P(C3C=CC=CC=3)C3C=CC=CC=3)=CC=CC1=2>CN(C)C=O.[Cu]I>[Cl:1][C:2]1[CH:7]=[C:6]([NH:8][C:9]2[CH:10]=[CH:11][N:12]=[CH:13][N:14]=2)[C:5](=[O:21])[N:4]2[C:22]3([CH2:29][CH2:30][CH2:31][CH2:32][CH2:27]3)[N:23]([C:35]3[CH:36]=[N:37][CH:38]=[CH:39][CH:40]=3)[C:24](=[O:25])[C:3]=12 |f:2.3.4|. Reported procedure: To a solution of 8′-chloro-6′-(pyrimidin-4-ylamino)-2′H-spiro[cyclohexane-1,3′-imidazo[1,5-a]pyridine]-1′,5′-dione (1, 450 mg, 1.3 mmol) and 3-iodopyridine (800 mg, 3.9 mmol) in dimethylformamide (10 mL) in a vial, cesium carbonate (550 mg, 1.6 mmol) was added and the mixture was degassed with argon for 15 min. To this mixture 1,10,-phenanthroline (37 mg, 0.2 mmol), copper(I) iodide (12 mg, 0.05 mmol), XantPhos (26 mg, 0.065 mmol) were added and the reaction was heated the mixture at 130° C. for... Reactants: Cc1cc(Oc2ccc([N+](=O)[O-])cc2)c2cc3c(cc2n1)OCO3, C1COCCO1. Yields the product Cc1cc(Oc2ccc(N)cc2)c2cc3c(cc2n1)OCO3. Reaction SMILES: [CH3:1][c:2]1[n:3][c:4]2[cH:5][c:6]3[c:7]([cH:8][c:9]2[c:10]([O:12][c:13]2[cH:14][cH:15][c:16]([N+:19]([O-:20])=[O:21])[cH:17][cH:18]2)[cH:11]1)[O:22][CH2:23][O:24]3.[O:25]1[CH2:26][CH2:27][O:28][CH2:29][CH2:30]1>>[CH3:1][c:2]1[n:3][c:4]2[cH:5][c:6]3[c:7]([cH:8][c:9]2[c:10]([O:12][c:13]2[cH:14][cH:15][c:16]([NH2:19])[cH:17][cH:18]2)[cH:11]1)[O:22][CH2:23][O:24]3. Solvent: C(C=C)#N (acrylonitrile). The product is CC1CN(CC1)CC=1C=C(OCCCN)C=CC1 (3-[3-[(3-Methylpyrrolidin-1-yl)-methyl]phenoxy]propanamine). RXN SMILES: [CH3:1][CH:2]1[CH2:6][CH2:5][N:4]([CH2:7][C:8]2[CH:9]=[C:10]([OH:14])[CH:11]=[CH:12][CH:13]=2)[CH2:3]1.[OH-].[CH2:16]([N+:23](C)(C)C)[C:17]1C=CC=C[CH:18]=1.[H-].[H-].[H-].[H-].[Li+].[Al+3]>C(#N)C=C>[CH3:1][CH:2]1[CH2:6][CH2:5][N:4]([CH2:7][C:8]2[CH:9]=[C:10]([CH:11]=[CH:12][CH:13]=2)[O:14][CH2:18][CH2:17][CH2:16][NH2:23])[CH2:3]1 |f:1.2,3.4.5.6.7.8|. The reactants are CC1CN(CC1)CC=1C=C(C=CC1)O (3-[(3-methylpyrrolidin-1-yl) methyl]phenol), amine, [H-].[H-].[H-].[H-].[Li+].[Al+3] (LiAlH4), [OH-].C(C1=CC=CC=C1)[N+](C)(C)C (benzyltrimethylammonium hydroxide). Procedure: 28.7 g (0.15 mol) of 3-[(3-methylpyrrolidin-1-yl) methyl]phenol are heated under reflux together with 100 ml of acrylonitrile and 1.5 ml of 40% methanolic benzyltrimethylammonium hydroxide solution for 18 hours. The excess acrylonitrile is evaporated off under vacuum and the residue is taken up with ether, washed with 5% NaOH and reduced to the amine by reaction with 7.6 g (0.2 mol) of LiAlH4 in a manner analogous to Example 64 b. 14.9 g (40% of theoretical) of a pale yellow oil is obtained in a... Starting materials: [BH4-].[Na+] (Sodium borohydride), C(CC)(=O)C1=CC=C(OC(C(=O)OC)(C)C)C=C1 (methyl 2-(p-propionylphenoxy)-2-methylpropionate). Solvent: CO (methanol). Conditions: time 1 hour. Product: OC(CC)C1=CC=C(OC(C(=O)OC)(C)C)C=C1 (Methyl 2-[p-(1-hydroxypropyl)phenoxy]-2-methylpropionate). As a reaction SMILES: [BH4-].[Na+].[C:3]([C:7]1[CH:20]=[CH:19][C:10]([O:11][C:12]([CH3:18])([CH3:17])[C:13]([O:15][CH3:16])=[O:14])=[CH:9][CH:8]=1)(=[O:6])[CH2:4][CH3:5]>CO>[OH:6][CH:3]([C:7]1[CH:20]=[CH:19][C:10]([O:11][C:12]([CH3:17])([CH3:18])[C:13]([O:15][CH3:16])=[O:14])=[CH:9][CH:8]=1)[CH2:4][CH3:5] |f:0.1|. Procedure details: Sodium borohydride (10.6 g., 0.279 mole) was added to a stirred solution of 114.5 g. (0.458 mole) of methyl 2-(p-propionylphenoxy)-2-methylpropionate in 500 ml. of methanol, held at 5°C. in an ice bath. After the exothermic reaction had slowed, the ice bath was removed and the reaction mixture stirred for one hour at room temperature. The solvent was removed in vacuo, and the residue partitioned between ether and water containing acetic acid in slight excess of that needed to make the aqueous la... Reactants: CC1(C)OC(=C2C(=O)Nc3cc(F)ccc32)C=C1Br, CCOC(C)=O, CN(C)C=O, OCCN1CCNCC1. Product: CC1(C)OC(=C2C(=O)Nc3cc(F)ccc32)C=C1N1CCN(CCO)CC1. Reaction SMILES: [Br:1][C:2]1=[CH:3][C:4](=[C:9]2[C:10](=[O:19])[NH:11][c:12]3[cH:13][c:14]([F:18])[cH:15][cH:16][c:17]32)[O:5][C:6]1([CH3:7])[CH3:8].[CH3:34][CH2:35][O:36][C:37](=[O:38])[CH3:39].[O:29]=[CH:30][N:31]([CH3:32])[CH3:33].[OH:20][CH2:21][CH2:22][N:23]1[CH2:24][CH2:25][NH:26][CH2:27][CH2:28]1>>[C:2]1([N:26]2[CH2:25][CH2:24][N:23]([CH2:22][CH2:21][OH:20])[CH2:28][CH2:27]2)=[CH:3][C:4](=[C:9]2[C:10](=[O:19])[NH:11][c:12]3[cH:13][c:14]([F:18])[cH:15][cH:16][c:17]32)[O:5][C:6]1([CH3:7])[CH3:8].